This data is from the Open Reaction Database (ORD), a public repository of structured organic reaction records. The task is: describe an organic reaction: reactants, conditions, products, and yield Starting materials: NC1=C2C(N(C(=NC2=CC=C1)C)C1C(NC(CC1)=O)=O)=O (3-(5-amino-2-methyl-4-oxo-4H-quinazolin-3-yl)-piperidine-2,6-dione), ClC=1C=C(C(=O)Cl)C=CC1 (3-chlorobenzoyl chloride). Run in O1CCCC1 (tetrahydrofuran). Conditions: temperature 80 celsius. Yields the product ClC=1C=C(C(=O)NC2=C3C(N(C(=NC3=CC=C2)C)C2C(NC(CC2)=O)=O)=O)C=CC1 (3-chloro-N-[3-(2,6-dioxo-piperidin-3-yl)-2-methyl-4-oxo-3,4-dihydro-quinazolin-5-yl]-benzamide). The yield is 47.1%. Reaction SMILES: [NH2:1][C:2]1[CH:11]=[CH:10][CH:9]=[C:8]2[C:3]=1[C:4](=[O:21])[N:5]([CH:13]1[CH2:18][CH2:17][C:16](=[O:19])[NH:15][C:14]1=[O:20])[C:6]([CH3:12])=[N:7]2.[Cl:22][C:23]1[CH:24]=[C:25]([CH:29]=[CH:30][CH:31]=1)[C:26](Cl)=[O:27]>O1CCCC1>[Cl:22][C:23]1[CH:24]=[C:25]([CH:29]=[CH:30][CH:31]=1)[C:26]([NH:1][C:2]1[CH:11]=[CH:10][CH:9]=[C:8]2[C:3]=1[C:4](=[O:21])[N:5]([CH:13]1[CH2:18][CH2:17][C:16](=[O:19])[NH:15][C:14]1=[O:20])[C:6]([CH3:12])=[N:7]2)=[O:27]. Procedure: To a stirred mixture of 3-(5-amino-2-methyl-4-oxo-4H-quinazolin-3-yl)-piperidine-2,6-dione (0.46 g, 1.5 mmol) in tetrahydrofuran (10 mL), was added 3-chlorobenzoyl chloride (0.68 mL, 5.3 mmol) and heated at 80° C. for three hours. The mixture was quenched with a few drops of methanol. The solvent was evaporated, and the residue was purified by flash column chromatography (Silica gel, methanol/methylene chloride 4%/96%) to give 3-chloro-N-[3-(2,6-dioxo-piperidin-3-yl)-2-methyl-4-oxo-3,4-dihydro-q... The reactants are O=C([O-])[O-], CCOC(=O)c1sc(N2CCNC2=O)nc1C, [Cu]I, Ic1ccccc1, [K+], [K+], C1COCCO1. Yields the product CCOC(=O)c1sc(N2CCN(c3ccccc3)C2=O)nc1C. As a reaction SMILES: [C:25](=[O:26])([O-:27])[O-:28].[CH3:1][c:2]1[n:3][c:4]([N:12]2[C:13](=[O:17])[NH:14][CH2:15][CH2:16]2)[s:5][c:6]1[C:7](=[O:8])[O:9][CH2:10][CH3:11].[Cu:37][I:38].[I:18][c:19]1[cH:20][cH:21][cH:22][cH:23][cH:24]1.[K+:29].[K+:30].[O:31]1[CH2:32][CH2:33][O:34][CH2:35][CH2:36]1>>[CH3:1][c:2]1[n:3][c:4]([N:12]2[C:13](=[O:17])[N:14]([c:19]3[cH:20][cH:21][cH:22][cH:23][cH:24]3)[CH2:15][CH2:16]2)[s:5][c:6]1[C:7](=[O:8])[O:9][CH2:10][CH3:11]. Reaction SMILES: [C:1]([CH3:2])([CH3:3])([CH3:4])[O:5][C:6](=[O:7])[NH:8][CH:9]([C:10](=[O:11])[OH:12])[c:13]1[c:14]([F:20])[cH:15][cH:16][c:17]([F:19])[cH:18]1.[NH2:21][CH:22]1[CH2:23][CH2:24][CH2:25][CH2:26][CH2:27]1>>[C:1]([CH3:2])([CH3:3])([CH3:4])[O:5][C:6](=[O:7])[NH:8][CH:9]([C:10](=[O:12])[NH:21][CH:22]1[CH2:23][CH2:24][CH2:25][CH2:26][CH2:27]1)[c:13]1[c:14]([F:20])[cH:15][cH:16][c:17]([F:19])[cH:18]1. Yields the product CC(C)(C)OC(=O)NC(C(=O)NC1CCCCC1)c1cc(F)ccc1F. The reactants are CC(C)(C)OC(=O)NC(C(=O)O)c1cc(F)ccc1F, NC1CCCCC1. Run in C(C)O (ethanol). Product: COC=1C=C(C=C(C1OC)OC)C=1C=C(C(=O)O)C=CN1 (2-(3,4,5-Trimethoxyphenyl)isonicotinic Acid). Starting materials: COC=1C=C(C=C(C1OC)OC)C=1C=C(C(=O)OCC)C=CN1 (ethyl 2-(3,4,5-trimethoxyphenyl)isonicotinate), [OH-].[K+] (potassium hydroxide). Procedure: To a solution of ethyl 2-(3,4,5-trimethoxyphenyl)isonicotinate (3.17 g) in ethanol (40 mL) was added 10% potassium hydroxide (2.42 g). The mixture was stirred at room temperature for 5 hours and evaporated. Water was added to the residue and pH was adjusted to 7. White precipitates of the title compound were collected by filtration and the compound was used for next step without further purification. Run at time 5 hour. As a reaction SMILES: [CH3:1][O:2][C:3]1[CH:4]=[C:5]([C:13]2[CH:14]=[C:15]([CH:21]=[CH:22][N:23]=2)[C:16]([O:18]CC)=[O:17])[CH:6]=[C:7]([O:11][CH3:12])[C:8]=1[O:9][CH3:10].[OH-].[K+]>C(O)C>[CH3:12][O:11][C:7]1[CH:6]=[C:5]([C:13]2[CH:14]=[C:15]([CH:21]=[CH:22][N:23]=2)[C:16]([OH:18])=[O:17])[CH:4]=[C:3]([O:2][CH3:1])[C:8]=1[O:9][CH3:10] |f:1.2|. Starting materials: organolithium, C(CCC)[Li] (butyllithium), S1C=CC=C1 (thiophene), C(CCC)[Li] (butyllithium), S1C(=CC=C1)[Li] (thienyllithium). Solvent: hexanes, C1CCOC1 (THF), C1CCOC1 (THF). Conditions: temperature -20 celsius, time 8 hour. Product: S1C(=CC=C1)[Li] (Thienyllithium), C1(=CC=CC=C1)[Li] (phenyllithium). Reaction SMILES: S1C=C[CH:3]=[CH:2]1.[CH2:6]([Li:10])[CH2:7][CH2:8][CH3:9].[S:11]1[CH:15]=[CH:14][CH:13]=[C:12]1[Li:16]>C1COCC1>[S:11]1[CH:15]=[CH:14][CH:13]=[C:12]1[Li:16].[C:6]1([Li:10])[CH:3]=[CH:2][CH:9]=[CH:8][CH:7]=1. Procedure details: Methyllithium in THF/toluene, methyllithium in THF/cumene with magnesium, dimethyl magnesium in THF/toluene and THF/cumene, ethyllithium in THF/cyclohexane, pure ethyllithium solid, butyllithium in hexane, concentrated butyllithium in hexane, and phenyllithium in cyclohexane were obtained from Lithium Corporation of America (Lithco). Thienyllithium was prepared from thiophene, butyllithium in hexanes and THF, by the following method: 1 mole of thienyllithium and 1.2 mole of THF were mixed in a d...